This data is from the Open Reaction Database (ORD), a public repository of structured organic reaction records. The task is: describe an organic reaction: reactants, conditions, products, and yield Starting materials: CC1(C(C(C2=C(C1O)C=C3C(=C2O)C(=O)C4=C(C=C(C=C4C3=O)OC)O)O)OC)O (Steffimycinol), CN(C=O)C (dimethylformamide). The product is O=C[C@H](O)[C@@H](O)[C@H](O)[C@H](O)CO (Glucose). RXN SMILES: C[C:2]1([OH:30])[CH:7]([OH:8])C2C=C3C(=O)C4C(=C(O)C=C(OC)C=4)C(=O)C3=[C:12]([OH:13])[C:5]=2[CH:4]([OH:27])[CH:3]1[O:28]C.CN(C)C=[O:34]>>[O:13]=[CH:12][C@@H:5]([C@H:4]([C@@H:3]([C@@H:2]([CH2:7][OH:8])[OH:30])[OH:28])[OH:27])[OH:34]. Procedure details: Steffimycinol (50 mg/l), as a milled aqueous suspension or dimethylformamide solution, is added aseptically at the time of inoculation. RXN SMILES: [CH3:1][N:2]=[C:3]=[O:4].[CH2:5]([OH:12])[C:6]#[C:7][C:8]#[C:9][CH2:10][OH:11].[CH2:13]([OH:22])[CH2:14][C:15]#[C:16][C:17]#[C:18][CH2:19][CH2:20][OH:21]>>[CH3:1][NH:2][C:3]([O:11][CH2:10][CH3:9])=[O:4].[CH3:1][NH:2][C:3]([O:21][CH2:20][CH3:19])=[O:4].[CH2:5]([OH:12])[C:6]#[C:7][C:8]#[C:9][CH2:10][OH:11].[CH3:1][NH:2][C:3]([O:11][CH2:10][CH3:9])=[O:4].[CH3:1][NH:2][C:3]([O:11][CH2:10][CH3:9])=[O:4].[CH2:13]([OH:22])[CH2:14][C:15]#[C:16][C:17]#[C:18][CH2:19][CH2:20][OH:21] |f:3.4.5,6.7.8|. Procedure details: The limitation in this process is that the total number of diols and isocyantes or diols and organic sulfonic acid agents is at least three, thereby resulting in a co-crystallized composition directly recoverable from the reaction mixture. For example, methylisocyanate can be reacted with a mixture of 2,4-hexadiyn-1,6-diol and 3,5-octadiyne-1,8-diol to yield a co-crystallized composition of (1) 2,4-hexadiyn-1,6-diol bis(methylurethane) and (2) 3,5-octadiyn-1,8-diol bis(methylurethane). Similarly... The reactants are CN=C=O (methylisocyanate), sulfonic acid, C(CC#CC#CCCO)O (3,5-octadiyne-1,8-diol), diols, diols, C(C#CC#CCO)O (2,4-hexadiyn-1,6-diol). Product: CNC(=O)OCC.CNC(=O)OCC.C(C#CC#CCO)O (2,4-hexadiyn-1,6-diol bis(methylurethane)), CNC(=O)OCC.CNC(=O)OCC.C(CC#CC#CCCO)O (3,5-octadiyn-1,8-diol bis(methylurethane)). Reactants: [Sn](Cl)(Cl)(Cl)Cl (tin (IV) chloride), O1C(=CC2=C1C=CC=C2)C=2C=C1C=CC(=C(C1=CC2)Cl)OCC(=O)OCC (ethyl 2-{[6-(1-benzofuran-2-yl)-1-chloro-2-naphthyl]oxy}acetate), C(CCCC)(=O)Cl (valeryl chloride). The solvent is C(Cl)Cl (methylene chloride). Yields the product ethyl 2-{[1-chloro-6-(3-pentanoyl-1-benzofuran-2-yl)-2-naphthyl]oxy} acetate, ClC1=C(C=CC2=CC(=CC=C12)C=1OC2=C(C1C(CCCC)=O)C=CC=C2)OCC(=O)OCC (Ethyl 2-{[1-chloro-6-(3-pentanoyl-1-benzofuran-2-yl)-2-naphthyl]oxy}acetate). Isolated yield 23.0%. As a reaction SMILES: [O:1]1[C:5]2[CH:6]=[CH:7][CH:8]=[CH:9][C:4]=2[CH:3]=[C:2]1[C:10]1[CH:11]=[C:12]2[C:17](=[CH:18][CH:19]=1)[C:16]([Cl:20])=[C:15]([O:21][CH2:22][C:23]([O:25][CH2:26][CH3:27])=[O:24])[CH:14]=[CH:13]2.[C:28](Cl)(=[O:33])[CH2:29][CH2:30][CH2:31][CH3:32].[Sn](Cl)(Cl)(Cl)Cl>C(Cl)Cl>[Cl:20][C:16]1[C:17]2[C:12](=[CH:11][C:10]([C:2]3[O:1][C:5]4[CH:6]=[CH:7][CH:8]=[CH:9][C:4]=4[C:3]=3[C:28](=[O:33])[CH2:29][CH2:30][CH2:31][CH3:32])=[CH:19][CH:18]=2)[CH:13]=[CH:14][C:15]=1[O:21][CH2:22][C:23]([O:25][CH2:26][CH3:27])=[O:24]. Reported procedure: Following the procedure described in Step 3 of Example 23, ethyl 2-{[6-(1-benzofuran-2-yl)-1-chloro-2-naphthyl]oxy}acetate (1.90 g, 4.99 mmol) was acylated by valeryl chloride (0.61 mL, 5.1 mmol) in presence of tin (IV) chloride (0.60 mL, 5.1 mmol) in methylene chloride (20 mL). ethyl 2-{[1-chloro-6-(3-pentanoyl-1-benzofuran-2-yl)-2-naphthyl]oxy} acetate was prepared. Purification by HPLC using 10% tert-butyl methyl ether in hexane as the mobile phase yielded the title compound as a light yellow... Reaction SMILES: [Br:1][C:2]1[CH:7]=[CH:6][C:5]([NH:8][N:9]=[C:10]([C:12]2[C:17]([F:18])=[CH:16][CH:15]=[CH:14][C:13]=2[Cl:19])[NH2:11])=[CH:4][CH:3]=1.C(Cl)(Cl)Cl.[S:24](Cl)(Cl)=[O:25]>N1C=CC=CC=1>[Br:1][C:2]1[CH:3]=[CH:4][C:5]([N:8]2[N:9]=[C:10]([C:12]3[C:17]([F:18])=[CH:16][CH:15]=[CH:14][C:13]=3[Cl:19])[NH:11][S:24]2=[O:25])=[CH:6][CH:7]=1. Reported procedure: The title compound was prepared according to the procedure described in step-4 of Intermediate-1 using N′-(4-bromophenyl)-2-chloro-6-fluorobenzenecarbo hydrazonamide (step-3 of Intermediate-1, 0.100 g, 0.292 mmol), CHCl3 (10 mL), pyridine (2.0 mL) and thionyl chloride (1.0 mL). The obtained product was purified with column chromatography on silica gel eluting with 0.5% MeOH:DCM to afford 0.050 g of the desired product. 1H NMR (300 MHz, DMSO d6): δ 7.45 (t, J=6.9 Hz, 3H), 7.51-7.68 (m, 4H), 12.05... The product is BrC1=CC=C(C=C1)N1S(NC(=N1)C1=C(C=CC=C1F)Cl)=O (2-(4-Bromophenyl)-4-(2-chloro-6-fluorophenyl)-2,5-dihydro-1,2,3,5-thiatriazole-1-oxide). Solvent: N1=CC=CC=C1 (pyridine). Starting materials: BrC1=CC=C(C=C1)NN=C(N)C1=C(C=CC=C1F)Cl (N′-(4-bromophenyl)-2-chloro-6-fluorobenzenecarbo hydrazonamide), C(Cl)(Cl)Cl (CHCl3), S(=O)(Cl)Cl (thionyl chloride).